From a dataset of the Open Reaction Database (ORD), a public repository of structured organic reaction records. describe an organic reaction: reactants, conditions, products, and yield Product: C(C)(=O)C1=CC(=C(OCC2=CC(=C(C(=O)OCC)C=C2)O)C=C1O)CC (4-[(4-Acetyl-2-ethyl-5-hydroxyphenoxy)methyl]-2-hydroxybenzoic acid, ethyl ester). RXN SMILES: C([O:4][C:5]1[CH:15]=[C:14]([CH2:16]Br)[CH:13]=[CH:12][C:6]=1[C:7]([O:9][CH2:10][CH3:11])=[O:8])(=O)C.[C:18](=[O:21])([O-])[O-].[K+].[K+].[I-].[K+].[CH2:26]([C:28]([CH3:30])=[O:29])[CH3:27]>>[C:28]([C:26]1[C:18]([OH:21])=[CH:15][C:5]([O:4][CH2:16][C:14]2[CH:13]=[CH:12][C:6]([C:7]([O:9][CH2:10][CH3:11])=[O:8])=[C:5]([OH:4])[CH:15]=2)=[C:6]([CH2:12][CH3:13])[CH:27]=1)(=[O:29])[CH3:30] |f:1.2.3,4.5|. Starting materials: 2,4-dihydroxy-5-ethylacetophenone, C(C)(=O)OC1=C(C(=O)OCC)C=CC(=C1)CBr (ethyl 2-acetoxy-4-bromomethylbenzoate), C([O-])([O-])=O.[K+].[K+] (potassium carbonate), [I-].[K+] (potassium iodide), C(C)C(=O)C (methyl ethyl ketone). Procedure: A mixture of 0.75 g of 2,4-dihydroxy-5-ethylacetophenone, 1.23 goof ethyl 2-acetoxy-4-bromomethylbenzoate, 0.57 g of potassium carbonate, and a catalytic amount of potassium iodide were heated at reflux in methyl ethyl ketone overnight. The hot mixture was filtered and the filtrate concentrated to dryness. Crystallization of the residue from ethyl acetate/hexane provided 130 mg of the desired title product, m.p. 145°-146° C. The reactants are FC=1C=CC2=C(C(NC(O2)=O)=O)C1 (6-fluoro-2H-1,3-benzoxazine-2,4(1H)-dione), N (ammonia). The solvent is C(=O)N (formamide). Run at time 10 minute. Yields the product FC=1C=C2C(NC=NC2=CC1)=O (6-fluoro-3H-quinazoline-4-one). As a reaction SMILES: [F:1][C:2]1[CH:3]=[CH:4][C:5]2O[C:9](=O)[NH:8][C:7](=[O:12])[C:6]=2[CH:13]=1.[NH3:14]>C(N)=O>[F:1][C:2]1[CH:13]=[C:6]2[C:5](=[CH:4][CH:3]=1)[N:14]=[CH:9][NH:8][C:7]2=[O:12]. Procedure details: 1. 3.62 g of 6-fluoro-2H-1,3-benzoxazine-2,4(1H)-dione are suspended in 15 ml of formamide. Gaseous ammonia is introduced while stirring during about 10 min. until the suspension is saturated and the mixture is stirred at room temperature for a further 1 h. Subsequently, the mixture is stirred at 125° C. (bath temperature) for 16 h. The solvent is then distilled off in a high vacuum. The residue is triturated in 50 ml of water and then cooled slightly. The resulting crystals are filtered off, wa... Reactants: CC(C)(C)[Si](C)(C)Cl, COC(=O)C1COC(C)(C)O1, CO, CCOC(C)=O, Cl, C1COCCO1, c1c[nH]cn1. Yields the product COC(=O)C(O)CO[Si](C)(C)C(C)(C)C. Reaction SMILES: [C:24]([CH3:25])([CH3:26])([CH3:27])[Si:28]([CH3:29])([CH3:30])[Cl:31].[CH3:1][O:2][C:3](=[O:4])[CH:5]1[O:6][C:7]([CH3:10])([CH3:11])[O:8][CH2:9]1.[CH3:32][OH:33].[CH3:34][CH2:35][O:36][C:37](=[O:38])[CH3:39].[ClH:12].[O:13]1[CH2:14][CH2:15][O:16][CH2:17][CH2:18]1.[nH:19]1[cH:20][cH:21][n:22][cH:23]1>>[CH3:1][O:2][C:3](=[O:4])[CH:5]([OH:6])[CH2:9][O:8][Si:28]([C:24]([CH3:25])([CH3:26])[CH3:27])([CH3:29])[CH3:30]. Procedure details: Step 2—Synthesis of compound wf: (S)-1-(2-(4-(6-(benzyloxy)pyridin-2-ylamino)phenyl)-4-(3-methylmorpholino)-5,6-dihydropyrido[3,4-d]pyrimidin-7(8H)-yl)ethanone (0.098 g, 0.00018 mol), Palladium on Carbon 10% (0.1:0.9, Palladium:carbon black, 0.103 g), dry Methanol (5.00 mL, 0.123 mol) and Acetic acid (0.300 mL, 0.00528 mol) were combined under nitrogen then purged with hydrogen, heated at 65° C., and stirred overnight. The reaction mixture was purged with nitrogen, added celite, filtered through... Conditions: temperature 65 celsius, time 8 hour. Reagents/catalysts: [Pd] (Palladium on Carbon). As a reaction SMILES: C([O:8][C:9]1[N:14]=[C:13]([NH:15][C:16]2[CH:21]=[CH:20][C:19]([C:22]3[N:23]=[C:24]([N:35]4[CH2:40][CH2:39][O:38][CH2:37][C@@H:36]4[CH3:41])[C:25]4[CH2:31][CH2:30][N:29]([C:32](=[O:34])[CH3:33])[CH2:28][C:26]=4[N:27]=3)=[CH:18][CH:17]=2)[CH:12]=[CH:11][CH:10]=1)C1C=CC=CC=1.CO.C(O)(=O)C>[Pd]>[C:32]([N:29]1[CH2:30][CH2:31][C:25]2[C:24]([N:35]3[CH2:40][CH2:39][O:38][CH2:37][C@@H:36]3[CH3:41])=[N:23][C:22]([C:19]3[CH:20]=[CH:21][C:16]([NH:15][C:13]4[NH:14][C:9](=[O:8])[CH:10]=[CH:11][CH:12]=4)=[CH:17][CH:18]=3)=[N:27][C:26]=2[CH2:28]1)(=[O:34])[CH3:33]. Product: C(C)(=O)N1CC=2N=C(N=C(C2CC1)N1[C@H](COCC1)C)C1=CC=C(C=C1)NC1=CC=CC(N1)=O ((S)-6-(4-(7-acetyl-4-(3-methylmorpholino)-5,6,7,8-tetrahydropyrido[3,4-d]pyrimidin-2-yl)phenylamino)pyridin-2(1H)-one). Starting materials: C(C1=CC=CC=C1)OC1=CC=CC(=N1)NC1=CC=C(C=C1)C=1N=C(C2=C(N1)CN(CC2)C(C)=O)N2[C@H](COCC2)C ((S)-1-(2-(4-(6-(benzyloxy)pyridin-2-ylamino)phenyl)-4-(3-methylmorpholino)-5,6-dihydropyrido[3,4-d]pyrimidin-7(8H)-yl)ethanone), CO (Methanol), C(C)(=O)O (Acetic acid).